From a dataset of the Open Reaction Database (ORD), a public repository of structured organic reaction records. describe an organic reaction: reactants, conditions, products, and yield Starting materials: CNS(=O)(=O)C1=C(C2=C(S1)C=CC=C2)CC(=O)O (2-[(Methylamino)sulfonyl]-benzo-[b]thiophene-3-acetic acid), C1(=CC=C(C=C1)S(=O)(=O)O)C (p-toluenesulfonic acid). Solvent: xylenes. Yields the product CN1S(C2=C(CC1=O)C1=C(S2)C=CC=C1)(=O)=O (2-Methyl-2H-[1]benzothieno[3,2-e]-1,2-thiazine-3-(4H)-one-1,1-dioxide). Isolated yield 75.3%. As a reaction SMILES: [CH3:1][NH:2][S:3]([C:6]1[S:10][C:9]2[CH:11]=[CH:12][CH:13]=[CH:14][C:8]=2[C:7]=1[CH2:15][C:16]([OH:18])=O)(=[O:5])=[O:4].C1(C)C=CC(S(O)(=O)=O)=CC=1>>[CH3:1][N:2]1[C:16](=[O:18])[CH2:15][C:7]2[C:8]3[CH:14]=[CH:13][CH:12]=[CH:11][C:9]=3[S:10][C:6]=2[S:3]1(=[O:5])=[O:4]. Procedure details: A solution of 2-[(Methylamino)sulfonyl]-benzo-[b]thiophene-3-acetic acid (450 mg, 1.58 mmoles) and p-toluenesulfonic acid (45 mg) in xylenes (100 ml) was refluxed in a Dean-Stark trap for 6 hours. The solvent was evaporated and the resulting solid recrystallized from isopropanol to give the title compound (318 mg) in a yield of 765, mp 175°-178° C.; ms:m/e 267 (m+,25), 210(8), 160(5), 146(100); 1H-nmr(deuteriochloroform): δ7.96 (m,1H), 7,80 (m,1H), 7.58 (m,2H), 4.22 (s,2H), 3.38 (5,3H); ir (pota...